This data is from the Open Reaction Database (ORD), a public repository of structured organic reaction records. The task is: describe an organic reaction: reactants, conditions, products, and yield Reactants: CO (methanol), COC(C=1CC(C=CC1)=CBr)=O (Methyl-3-bromomethylenebenzoate), [C-]#N.[K+] (potassium cyanide), C(C)#N (acetonitrile). Reagents/catalysts: C1COCCOCCOCCOCCOCCO1 (18-crown-6). Solvent: CO.ClCCl (methanol dichloromethane), ClCCl (dichloromethane). Reaction conditions: time 24 hour. Product: COC(C1=CC(=CC=C1)CC#N)=O (methyl-3-cyanomethylbenzoate). Isolated yield 92.0%. Reaction SMILES: [CH3:1][O:2][C:3](=[O:12])[C:4]1[CH2:5][C:6](=[CH:10]Br)[CH:7]=[CH:8][CH:9]=1.[C-]#N.[K+].[C:16](#[N:18])C.CO>ClCCl.C1OCCOCCOCCOCCOCCOC1.CO.ClCCl>[CH3:1][O:2][C:3](=[O:12])[C:4]1[CH:9]=[CH:8][CH:7]=[C:6]([CH2:10][C:16]#[N:18])[CH:5]=1 |f:1.2,7.8|. Reported procedure: Methyl-3-bromomethylenebenzoate (5.0 g, 0.022 mol, Ryan Chemicals (Maybridge)), dry potassium cyanide (2.9 g, 0.044 mol), and 18-crown-6 (0.5 g, 0.0018 mol) was added to ~50 mL acetonitrile in a 100-mL round-bottom flask. The mixture was vigorously stirred for 24 h at room temperature. The reaction was monitored by TLC (Bakerflex) in dichloromethane, 2% methanol, and 5% methanol/dichloromethane. A heavy white precipitate (KBr) was removed by filtration. The filtrate was concentrated to 1/3 of th... Solvent: C(C)(=O)O (acetic acid), O (H2O), C1CCOC1 (THF), CCOC(=O)C (EtOAc). The reactants are ClC=1C(=NOC1N(S(=O)(=O)C1=C(SC2=NC=CC=C21)C(C2=C(C=C1C(=C2)OCO1)CCO[Si](C)(C)C(C)(C)C)O)COCCOC)C (N-(4-chloro-3-methyl-5-isoxazolyl)-N-(methoxyethoxymethyl)-2-[α-hydroxy-4,5-(methylenedioxy)-2-(2-{[(1,1-dimethylethyl)dimethylsilyl]oxy}ethyl)benzyl]thieno[2,3-b]pyridine-3-sulfonamide). Procedure details: A solution of N-(4-chloro-3-methyl-5-isoxazolyl)-N-(methoxyethoxymethyl)-2-[α-hydroxy-4,5-(methylenedioxy)-2-(2-{[(1,1-dimethylethyl)dimethylsilyl]oxy}ethyl)benzyl]thieno[2,3-b]pyridine-3-sulfonamide (0.29 g, 0.40 mmoles) in acetic acid (3 ml), H2O (1 ml) and THF (1 ml) was stirred at ambient temperature for 18 hours, then diluted with EtOAc (100 ml) and washed with sat. NaHCO3 (2×200 ml). The organic layer was dried (MgSO4), filtered and concentrated to collect 0.23 g (94%) of the title compoun... Product: ClC=1C(=NOC1N(S(=O)(=O)C1=C(SC2=NC=CC=C21)C(C2=C(C=C1C(=C2)OCO1)CCO)O)COCCOC)C (N-(4-chloro-3-methyl-5-isoxazolyl)-N-(methoxyethoxymethyl)-2-[α-hydroxy-2-(2-hydroxyethyl)-4,5-(methylenedioxy)benzyl]thieno[2,3-b]pyridine-3-sulfonamide). Reaction SMILES: [Cl:1][C:2]1[C:3]([CH3:47])=[N:4][O:5][C:6]=1[N:7]([CH2:41][O:42][CH2:43][CH2:44][O:45][CH3:46])[S:8]([C:11]1[C:19]2[C:14](=[N:15][CH:16]=[CH:17][CH:18]=2)[S:13][C:12]=1[CH:20]([OH:40])[C:21]1[CH:26]=[C:25]2[O:27][CH2:28][O:29][C:24]2=[CH:23][C:22]=1[CH2:30][CH2:31][O:32][Si](C(C)(C)C)(C)C)(=[O:10])=[O:9]>C(O)(=O)C.O.C1COCC1.CCOC(C)=O>[Cl:1][C:2]1[C:3]([CH3:47])=[N:4][O:5][C:6]=1[N:7]([CH2:41][O:42][CH2:43][CH2:44][O:45][CH3:46])[S:8]([C:11]1[C:19]2[C:14](=[N:15][CH:16]=[CH:17][CH:18]=2)[S:13][C:12]=1[CH:20]([OH:40])[C:21]1[CH:26]=[C:25]2[O:27][CH2:28][O:29][C:24]2=[CH:23][C:22]=1[CH2:30][CH2:31][OH:32])(=[O:9])=[O:10]. Reactants: C(C1=CC=CC=C1)OC=1C=C(C(=O)NCCCC(=O)O)C=CC1OC (4-[(3-benzyloxy-4-methoxybenzoyl)amino]butyric acid). Run in C(C)(=O)OC(C)=O (acetic acid anhydride). The product is C(C1=CC=CC=C1)OC=1C=C(C(=O)N2C(CCC2)=O)C=CC1OC (1-(3-benzyloxy-4-methoxybenzoyl)-2-pyrrolidinone). RXN SMILES: [CH2:1]([O:8][C:9]1[CH:10]=[C:11]([CH:21]=[CH:22][C:23]=1[O:24][CH3:25])[C:12]([NH:14][CH2:15][CH2:16][CH2:17][C:18](O)=[O:19])=[O:13])[C:2]1[CH:7]=[CH:6][CH:5]=[CH:4][CH:3]=1>C(OC(=O)C)(=O)C>[CH2:1]([O:8][C:9]1[CH:10]=[C:11]([CH:21]=[CH:22][C:23]=1[O:24][CH3:25])[C:12]([N:14]1[CH2:15][CH2:16][CH2:17][C:18]1=[O:19])=[O:13])[C:2]1[CH:7]=[CH:6][CH:5]=[CH:4][CH:3]=1. Procedure: 2.0 g of 4-[(3-benzyloxy-4-methoxybenzoyl)amino]butyric acid are heated to reflux for 1 hour in 10 ml of acetic acid anhydride. After evaporation of the acetic acid anhydride, the residue is stirred at room temperature with diethyl ether. The mixture is filtered and the filter residue is washed with diethyl ether. There is obtained 1-(3-benzyloxy-4-methoxybenzoyl)-2-pyrrolidinone of melting point 92°-92° C. The product is C(C)(=O)C1=CC=C(C=C1)C1=CC=C(C=C1)C1=CC=CC=C1 (4-acetyl-p-terphenyl). Conditions: temperature -5 celsius. The yield is 119.0%. Reported procedure: After a mixture of 172 g of terphenyl, 860 ml of benzene, and 353 g of acetyl chloride was cooled to -5° C., it was added with a total of 200 g of anhydrous aluminium chloride in few instalments, and subjected to reaction at -5° C. for 1 hour and further at 10° C. for 1 hour. The solid materials thus formed were separated by filtration, washed with a total of 4 liter of methanol in few instalments, and then recrystallized from chloroform to obtain 121 g of 4-acetyl-p-terphenyl, 2. The yield was ... RXN SMILES: C1([C:7]2[C:8]([C:13]3[CH:18]=[CH:17][CH:16]=[CH:15][CH:14]=3)=[CH:9][CH:10]=[CH:11][CH:12]=2)C=CC=CC=1.[C:19](Cl)(=[O:21])[CH3:20].[Cl-].[Al+3].[Cl-].[Cl-]>C1C=CC=CC=1>[C:19]([C:16]1[CH:17]=[CH:18][C:13]([C:8]2[CH:9]=[CH:10][C:11]([C:7]3[CH:8]=[CH:9][CH:10]=[CH:11][CH:12]=3)=[CH:12][CH:7]=2)=[CH:14][CH:15]=1)(=[O:21])[CH3:20] |f:2.3.4.5|. Solvent: C1=CC=CC=C1 (benzene). Reactants: C1(=CC=CC=C1)C=1C(=CC=CC1)C1=CC=CC=C1 (terphenyl), C(C)(=O)Cl (acetyl chloride), [Cl-].[Al+3].[Cl-].[Cl-] (aluminium chloride). The reactants are CCOC(=O)C(C)(C)Br, O=C([O-])[O-], [K+], [K+], CN(C)C=O, c1cncc(-c2c[nH]cn2)c1. Yields the product CCOC(=O)C(C)(C)n1cnc(-c2cccnc2)c1. RXN SMILES: [Br:18][C:19]([C:20](=[O:21])[O:22][CH2:23][CH3:24])([CH3:25])[CH3:26].[C:12](=[O:13])([O-:14])[O-:15].[K+:16].[K+:17].[O:27]=[CH:28][N:29]([CH3:30])[CH3:31].[nH:1]1[cH:2][n:3][c:4](-[c:6]2[cH:7][n:8][cH:9][cH:10][cH:11]2)[cH:5]1>>[n:1]1([C:19]([C:20](=[O:21])[O:22][CH2:23][CH3:24])([CH3:25])[CH3:26])[cH:2][n:3][c:4](-[c:6]2[cH:7][n:8][cH:9][cH:10][cH:11]2)[cH:5]1. Starting materials: [BH4-].[Na+] (sodium borohydride), C(C)O (ethanol), COCOC1=CC=C(C2=CC=CC(=C12)C)C=O (4-methoxymethoxy-5-methyl-1-naphthalenecarbaldehyde). Run in O (Water). Reaction conditions: time 30 minute. Yields the product OCC1=CC=C(C2=C(C=CC=C12)C)OCOC (1-hydroxymethyl-4-methoxymethoxy-5-methylnaphthalene). The yield is 92.5%. RXN SMILES: [BH4-].[Na+].C(O)C.[CH3:6][O:7][CH2:8][O:9][C:10]1[C:19]2[C:14](=[CH:15][CH:16]=[CH:17][C:18]=2[CH3:20])[C:13]([CH:21]=[O:22])=[CH:12][CH:11]=1>O>[OH:22][CH2:21][C:13]1[C:14]2[C:19](=[C:18]([CH3:20])[CH:17]=[CH:16][CH:15]=2)[C:10]([O:9][CH2:8][O:7][CH3:6])=[CH:11][CH:12]=1 |f:0.1|. Reported procedure: 1.23 g of sodium borohydride was added to an ethanol (100 ml) solution of 15 g of 4-methoxymethoxy-5-methyl-1-naphthalenecarbaldehyde at room temperature and agitated for 30 minutes. Water was added to the reaction solution and the resultant crystals were collected by filtration and dried to obtain 14 g of the captioned compound as light brown crystals. Starting materials: CC(C)(C)OC(=O)N1CC2=CC=CC=C2C[C@H]1C(=O)O (N-Boc-L-1,2,3,4-tetrahydroisoquinoline-3-carboxylic acid), CC1=C(N)C=CC=C1C (2,3-dimethyl aniline), C(=O)(C(F)(F)F)O (TFA). Solvent: C(Cl)Cl (CH2Cl2). Yields the product CC1=C(C=CC=C1C)NC(=O)[C@H]1NCC2=CC=CC=C2C1 (N-(2,3-dimethylphenyl) 1,2,3,4-tetrahydroisoquinoline-3(S)-carboxamide). RXN SMILES: CC(OC([N:8]1[C@H:17]([C:18]([OH:20])=O)[CH2:16][C:15]2[C:10](=[CH:11][CH:12]=[CH:13][CH:14]=2)[CH2:9]1)=O)(C)C.[CH3:21][C:22]1[C:28]([CH3:29])=[CH:27][CH:26]=[CH:25][C:23]=1[NH2:24].C(O)(C(F)(F)F)=O>C(Cl)Cl>[CH3:21][C:22]1[C:28]([CH3:29])=[CH:27][CH:26]=[CH:25][C:23]=1[NH:24][C:18]([C@@H:17]1[CH2:16][C:15]2[C:10](=[CH:11][CH:12]=[CH:13][CH:14]=2)[CH2:9][NH:8]1)=[O:20]. Procedure details: N-Boc-L-1,2,3,4-tetrahydroisoquinoline-3-carboxylic acid (Bachem) was coupled with 2,3-dimethyl aniline using standard peptide coupling procedures. The product was deprotected using TFA in CH2Cl2 to give the title compound.